Dataset: the Open Reaction Database (ORD), a public repository of structured organic reaction records. Task: describe an organic reaction: reactants, conditions, products, and yield Reactants: CC(=O)O, CCCCCn1c(N)c(N=O)c(=O)[nH]c1=S, N, [Na+], [Na+], O, O=S([O-])S(=O)[O-]. Yields the product CCCCCn1c(N)c(N)c(=O)[nH]c1=S. Reaction SMILES: [CH3:27][C:28](=[O:29])[OH:30].[NH2:1][c:2]1[c:3]([N:15]=[O:16])[c:4](=[O:14])[nH:5][c:6](=[S:13])[n:7]1[CH2:8][CH2:9][CH2:10][CH2:11][CH3:12].[NH3:17].[Na+:25].[Na+:26].[OH2:18].[S:19]([S:20]([O-:21])=[O:22])([O-:23])=[O:24]>>[NH2:1][c:2]1[c:3]([NH2:15])[c:4](=[O:14])[nH:5][c:6](=[S:13])[n:7]1[CH2:8][CH2:9][CH2:10][CH2:11][CH3:12]. The reactants are C(C)OC(CNC1=CC=CC=C1)=O (N-phenylglycine ethyl ester), C[Al](C)C (trimethylaluminum), CC1(OC2=C([C@@H]3[C@H]1O3)C=C(C=C2)C#N)C ((1aR-cis)-1a,7b-dihydro-2,2-dimethyl-2H-oxireno[c][1]benzopyran-6-carbonitrile), C(#N)C=1C=CC2=C([C@@H]([C@H](C(O2)(C)C)O)N(C2=CC=CC=C2)CC(=O)OCC)C1 ((3R-trans)-[(6-Cyano-3,4-dihydro-3-hydroxy-2,2-dimethyl-2H-1-benzopyran-4-yl)phenylamino]acetic acid, ethyl ester). Solvent: C(Cl)(Cl)Cl (CHCl3), CO (methanol), ClCCCl (1,2-dichloroethane), C(C)(=O)OCC (ethyl acetate). Reaction conditions: time 15 minute. Yields the product CC1(OC2=C(C=C(C=C2)C#N)[C@@H]2[C@H]1OC(CN2C2=CC=CC=C2)=O)C ((4aR-cis)-1,2,3,4a,5,10b-Hexahydro-5,5-dimethyl-3-oxo-1-phenyl[1]benzopyrano[3,4-b][1,4]oxazine-9-carbonitrile). As a reaction SMILES: C(OC(=O)CNC1C=CC=CC=1)C.C[Al](C)C.CC1(C)[C@@H]2O[C@@H]2C2C=C(C#N)C=CC=2O1.[C:33]([C:35]1[CH:36]=[CH:37][C:38]2[O:43][C:42]([CH3:45])([CH3:44])[C@H:41](O)[C@@H:40]([N:47]([CH2:54][C:55]([O:57]CC)=[O:56])[C:48]3[CH:53]=[CH:52][CH:51]=[CH:50][CH:49]=3)[C:39]=2[CH:60]=1)#[N:34]>ClCCCl.C(OCC)(=O)C.C(Cl)(Cl)Cl.CO>[CH3:44][C:42]1([CH3:45])[C@@H:41]2[O:56][C:55](=[O:57])[CH2:54][N:47]([C:48]3[CH:53]=[CH:52][CH:51]=[CH:50][CH:49]=3)[C@@H:40]2[C:39]2[CH:60]=[C:35]([C:33]#[N:34])[CH:36]=[CH:37][C:38]=2[O:43]1. Reported procedure: A solution of N-phenylglycine ethyl ester (900 mg, 5.0 mmol) in 1,2-dichloroethane (10 mL) under argon at 20° C. was treated with trimethylaluminum (3.0 mL, 2.0M in toluene, 6.0 mmol) over 1-2 minutes. After 15 minutes, (1aR-cis)-1a,7b-dihydro-2,2-dimethyl-2H-oxireno[c][1]benzopyran-6-carbonitrile (1.0 g, 5.0 mmol, title A compound of example 3) was added at once and stirring was continued for 1.5 hours. The mixture was diluted with ethyl acetate, quenched with a few drops of water and filtered ... Starting materials: C=CCn1c(Br)nc(C#N)c1C#N, FC(F)(F)c1cc(Cl)c(-n2ncc(CS)n2)c(Cl)c1, [Na+], C1COCCO1, [OH-], O. The product is C=CCn1c(SCc2cnn(-c3c(Cl)cc(C(F)(F)F)cc3Cl)n2)nc(C#N)c1C#N. As a reaction SMILES: [CH2:23]([CH:24]=[CH2:25])[n:26]1[c:27]([Br:35])[n:28][c:29]([C:33]#[N:34])[c:30]1[C:31]#[N:32].[Cl:1][c:2]1[c:3](-[n:13]2[n:14][cH:15][c:16]([CH2:18][SH:19])[n:17]2)[c:4]([Cl:12])[cH:5][c:6]([C:8]([F:9])([F:10])[F:11])[cH:7]1.[Na+:21].[O:36]1[CH2:37][CH2:38][O:39][CH2:40][CH2:41]1.[OH-:20].[OH2:22]>>[Cl:1][c:2]1[c:3](-[n:13]2[n:14][cH:15][c:16]([CH2:18][S:19][c:27]3[n:26]([CH2:23][CH:24]=[CH2:25])[c:30]([C:31]#[N:32])[c:29]([C:33]#[N:34])[n:28]3)[n:17]2)[c:4]([Cl:12])[cH:5][c:6]([C:8]([F:9])([F:10])[F:11])[cH:7]1. The reactants are C(C)OC(CCCCCCN1C(OC2=C1C=CC=C2)=O)=O (7-(2-Oxobenzoxazolin-3-yl)-enanthic acid ethyl ester), [OH-].[Na+] (sodium hydroxide). The solvent is CO (methanol), CO (methanol). Conditions: time 24 hour. Product: O=C1OC2=C(N1CCCCCCC(=O)O)C=CC=C2 (7-(2-Oxo-benzoxazolin-3-yl)-enanthic acid). RXN SMILES: C([O:3][C:4](=[O:21])[CH2:5][CH2:6][CH2:7][CH2:8][CH2:9][CH2:10][N:11]1[C:15]2[CH:16]=[CH:17][CH:18]=[CH:19][C:14]=2[O:13][C:12]1=[O:20])C.[OH-].[Na+]>CO>[O:20]=[C:12]1[N:11]([CH2:10][CH2:9][CH2:8][CH2:7][CH2:6][CH2:5][C:4]([OH:21])=[O:3])[C:15]2[CH:16]=[CH:17][CH:18]=[CH:19][C:14]=2[O:13]1 |f:1.2|. Procedure: 18.4 g. of 7-(2-Oxobenzoxazolin-3-yl)-enanthic acid ethyl ester are dissolved in 60 cc. of methanol. 2.52 g. of sodium hydroxide are dissolved in methanol and added to the above solution. The mixture is stirred at room temperature for 24 hours, the solvent is distilled off and the residue is dissolved in water. The aqueous solution is shaken several times with chloroform, the chloroform solution is discarded. The aqueous phase is acidified with dilute hydrochloric acid and extracted with chlorof... Reactants: FC(C(=O)O)(F)F (trifluoroacetic acid), COC(C1=CC(=CC(=C1)OCOC)OC1=CC=C(C=C1)S(=O)(=O)C)=O (3-(4-methanesulfonyl-phenoxy)-5-methoxymethoxy-benzoic acid methyl ester). Run in C(Cl)Cl (methylene chloride). Run at time 4 hour. The product is COC(C1=CC(=CC(=C1)O)OC1=CC=C(C=C1)S(=O)(=O)C)=O (5-hydroxy-3-(4-methanesulfonyl-phenoxy)benzoic acid methyl ester). Isolated yield 55.9%. As a reaction SMILES: FC(F)(F)C(O)=O.[CH3:8][O:9][C:10](=[O:32])[C:11]1[CH:16]=[C:15]([O:17]COC)[CH:14]=[C:13]([O:21][C:22]2[CH:27]=[CH:26][C:25]([S:28]([CH3:31])(=[O:30])=[O:29])=[CH:24][CH:23]=2)[CH:12]=1>C(Cl)Cl>[CH3:8][O:9][C:10](=[O:32])[C:11]1[CH:16]=[C:15]([OH:17])[CH:14]=[C:13]([O:21][C:22]2[CH:23]=[CH:24][C:25]([S:28]([CH3:31])(=[O:29])=[O:30])=[CH:26][CH:27]=2)[CH:12]=1. Reported procedure: After adding 60 ml of trifluoroacetic acid to a solution of 30.9 g (84.3 mmol) of the obtained 3-(4-methanesulfonyl-phenoxy)-5-methoxymethoxy-benzoic acid methyl ester in methylene chloride (100 ml) while cooling on ice, the reaction mixture was stirred at room temperature for 4 hours. The reaction mixture was concentrated under reduced pressure, and the obtained residue was purified by silica gel column chromatography (hexane:acetic acid ethyl ester=1:1) to obtain 15.2 g of 5-hydroxy-3-(4-metha... Starting materials: C(C1=CC=CC=C1)OC1=C2N(C=3C(=NN(C(C31)=O)CC3=CC=C(C=C3)F)Br)CCN(C2=O)C (10-(benzyloxy)-4-bromo-2-(4-fluorobenzyl)-8-methyl-7,8-dihydropyrazino[1′,2′:1,5]pyrrolo[2,3-d]pyridazine-1,9(2H,6H)-dione), N1=CN=CC(=C1)B(O)O (pyrimidine-5-boronic acid), [F-].[Cs+] (cesium fluoride). Reagents/catalysts: CC(C)([P](C(C)(C)C)([Pd][P](C(C)(C)C)(C(C)(C)C)C(C)(C)C)C(C)(C)C)C (bis(tri-t-butylphosphine)palladium(0)), C=1C=CC(=CC1)/C=C/C(=O)/C=C/C2=CC=CC=C2.C=1C=CC(=CC1)/C=C/C(=O)/C=C/C2=CC=CC=C2.C=1C=CC(=CC1)/C=C/C(=O)/C=C/C2=CC=CC=C2.[Pd].[Pd] (tris(dibenzylideneacetone)dipalladium). Solvent: O1CCOCC1 (dioxane). Reaction conditions: temperature 80 celsius. The product is C(C1=CC=CC=C1)OC1=C2N(C=3C(=NN(C(C31)=O)CC3=CC=C(C=C3)F)C=3C=NC=NC3)CCN(C2=O)C (10-(Benzyloxy)-2-(4-fluorobenzyl)-8-methyl-4-pyrimidin-5-yl-7,8-dihydropyrazino[1′,2′:1,5]pyrrolo[2,3-d]pyridazine-1,9(2H,6H)-dione). As a reaction SMILES: [CH2:1]([O:8][C:9]1[C:17]2[C:16](=[O:18])[N:15]([CH2:19][C:20]3[CH:25]=[CH:24][C:23]([F:26])=[CH:22][CH:21]=3)[N:14]=[C:13](Br)[C:12]=2[N:11]2[CH2:28][CH2:29][N:30]([CH3:33])[C:31](=[O:32])[C:10]=12)[C:2]1[CH:7]=[CH:6][CH:5]=[CH:4][CH:3]=1.[N:34]1[CH:39]=[C:38](B(O)O)[CH:37]=[N:36][CH:35]=1.[F-].[Cs+]>O1CCOCC1.CC(C)([P](C(C)(C)C)([Pd][P](C(C)(C)C)(C(C)(C)C)C(C)(C)C)C(C)(C)C)C.C1C=CC(/C=C/C(/C=C/C2C=CC=CC=2)=O)=CC=1.C1C=CC(/C=C/C(/C=C/C2C=CC=CC=2)=O)=CC=1.C1C=CC(/C=C/C(/C=C/C2C=CC=CC=2)=O)=CC=1.[Pd].[Pd]>[CH2:1]([O:8][C:9]1[C:17]2[C:16](=[O:18])[N:15]([CH2:19][C:20]3[CH:25]=[CH:24][C:23]([F:26])=[CH:22][CH:21]=3)[N:14]=[C:13]([C:38]3[CH:39]=[N:34][CH:35]=[N:36][CH:37]=3)[C:12]=2[N:11]2[CH2:28][CH2:29][N:30]([CH3:33])[C:31](=[O:32])[C:10]=12)[C:2]1[CH:7]=[CH:6][CH:5]=[CH:4][CH:3]=1 |f:2.3,6.7.8.9.10,^1:53,59|. Procedure details: A mixture of 10-(benzyloxy)-4-bromo-2-(4-fluorobenzyl)-8-methyl-7,8-dihydropyrazino[1′,2′:1,5]pyrrolo[2,3-d]pyridazine-1,9(2H,6H)-dione (0.10 g, 0.19 mmol; Example 160, step 1), pyrimidine-5-boronic acid (73 mg, 0.59 mmol), cesium fluoride (0.12 g, 0.78 mmol), bis(tri-t-butylphosphine)palladium(0) (10 mg, 0.02 mmol), and tris(dibenzylideneacetone)dipalladium (18 mg, 0.02 mmol) in dioxane (3 mL) was purged with nitrogen for 2 minutes and heated in a sealed tube at 80° C. overnight. The reaction m... Starting materials: C(=O)=C1CC=CC(=C1)C1=C2C(=C(NC2=CC=C1)C(=O)OCC)C (ethyl 5-carbonylphenyl-3-methyl-indole-2-carboxylate), C1CCOC1 (THF), [Li+].[OH-] (LiOH), Cl (HCl). Run in O (water), C(C)(=O)OCC (ethyl acetate). Run at time 6 hour. The product is C(=O)=C1CC=CC(=C1)C1=C2C(=C(NC2=CC=C1)C(=O)O)C (5-Carbonylphenyl-3-methyl-indole-2-carboxylic acid). RXN SMILES: [C:1](=[C:3]1[CH:8]=[C:7]([C:9]2[CH:17]=[CH:16][CH:15]=[C:14]3[C:10]=2[C:11]([CH3:23])=[C:12]([C:18]([O:20]CC)=[O:19])[NH:13]3)[CH:6]=[CH:5][CH2:4]1)=[O:2].C1COCC1.[Li+].[OH-].Cl>C(OCC)(=O)C.O>[C:1](=[C:3]1[CH:8]=[C:7]([C:9]2[CH:17]=[CH:16][CH:15]=[C:14]3[C:10]=2[C:11]([CH3:23])=[C:12]([C:18]([OH:20])=[O:19])[NH:13]3)[CH:6]=[CH:5][CH2:4]1)=[O:2] |f:2.3|. Procedure: To a solution of ethyl 5-carbonylphenyl-3-methyl-indole-2-carboxylate (10 mg, 0.034 mmol) and THF (0.5 mL) was added a solution of LiOH (3.6 mg, 0.15 mmol) and water (0.2 mL). The solution was stirred for 6 h, poured into a mixture of 1 N HCl (1 mL) and ethyl acetate (2 mL). The organic layer was separated, the aqueous layer extracted with ethyl acetate and the combined organic layers was washed with water (1 mL). The solution was dried (MgSO4), filtered and concentrated to give the title compou...